This data is from the Open Reaction Database (ORD), a public repository of structured organic reaction records. The task is: describe an organic reaction: reactants, conditions, products, and yield Procedure: 7a-(6-methyl-3-pyridinyl)-hexahydro-1H-pyrrolizine (115 mg, 0.57 mmol) was dissolved in Et2O, and Et2O saturated with HCl (g) was added. The solvent was removed, and the solid was crystallized from MeOH/Et2O and dried to afford the title compound as a free flowing white powder: mp 205°-208° C.; 1H NMR D2O, 300 MHz) δ2.14-2.49 (m, 6H), 2.57-2.66 (m, 5H), 3.34-3.42 (m, 2H), 3.78-3.87 (m, 2H), 7.56 (d, J=8.1 Hz, 1H), 8.05 (dd, J=8.1, 2.7 Hz, 1H), 8.61 (d, J=2.7 Hz, 1H); MS (CI/NH3) m/z: 203 (M+H)+ ... The solvent is CCOCC (Et2O), CCOCC (Et2O). RXN SMILES: [CH3:1][C:2]1[N:7]=[CH:6][C:5]([C:8]23[CH2:15][CH2:14][CH2:13][N:12]2[CH2:11][CH2:10][CH2:9]3)=[CH:4][CH:3]=1.[ClH:16]>CCOCC>[ClH:16].[ClH:16].[CH3:1][C:2]1[N:7]=[CH:6][C:5]([C:8]23[CH2:15][CH2:14][CH2:13][N:12]2[CH2:11][CH2:10][CH2:9]3)=[CH:4][CH:3]=1 |f:3.4.5|. Product: Cl.Cl.CC1=CC=C(C=N1)C12CCCN2CCC1 (7a-(6-methyl-3-pyridinyl)-hexahydro-1H-pyrrolizine dihydrochloride salt). The reactants are CC1=CC=C(C=N1)C12CCCN2CCC1 (7a-(6-methyl-3-pyridinyl)-hexahydro-1H-pyrrolizine), Cl (HCl). Reactants: Cc1sc(N2CCNCC2)nc1-c1ccccc1, CS(C)=O, CCN(C(C)C)C(C)C, O, O=C(Nc1cccnc1)OCC(Cl)(Cl)Cl. The product is Cc1sc(N2CCN(C(=O)Nc3cccnc3)CC2)nc1-c1ccccc1. Reaction SMILES: [CH3:16][c:17]1[c:18](-[c:28]2[cH:29][cH:30][cH:31][cH:32][cH:33]2)[n:19][c:20]([N:22]2[CH2:23][CH2:24][NH:25][CH2:26][CH2:27]2)[s:21]1.[CH3:44][S:45]([CH3:46])=[O:47].[CH:34]([N:35]([CH:36]([CH3:37])[CH3:38])[CH2:39][CH3:40])([CH3:41])[CH3:42].[OH2:43].[n:1]1[cH:2][c:3]([NH:7][C:8]([O:9][CH2:10][C:11]([Cl:12])([Cl:13])[Cl:14])=[O:15])[cH:4][cH:5][cH:6]1>>[n:1]1[cH:2][c:3]([NH:7][C:8](=[O:15])[N:25]2[CH2:24][CH2:23][N:22]([c:20]3[n:19][c:18](-[c:28]4[cH:29][cH:30][cH:31][cH:32][cH:33]4)[c:17]([CH3:16])[s:21]3)[CH2:27][CH2:26]2)[cH:4][cH:5][cH:6]1. Yields the product COC1C2OC(=O)OC2C(Oc2ccc3cc(NC(C)=O)c(=O)oc3c2)OC1(C)C. Reactants: CO, ClCCl, COC1C(O)C(O)C(Oc2ccc3cc(NC(C)=O)c(=O)oc3c2)OC1(C)C. RXN SMILES: [CH3:29][OH:30].[Cl:31][CH2:32][Cl:33].[OH:1][CH:2]1[CH:3]([O:13][c:14]2[cH:15][cH:16][c:17]3[cH:18][c:19]([NH:25][C:26]([CH3:27])=[O:28])[c:20](=[O:24])[o:21][c:22]3[cH:23]2)[O:4][C:5]([CH3:11])([CH3:12])[CH:6]([O:9][CH3:10])[CH:7]1[OH:8]>>[O:1]1[CH:2]2[CH:3]([O:13][c:14]3[cH:15][cH:16][c:17]4[cH:18][c:19]([NH:25][C:26]([CH3:27])=[O:28])[c:20](=[O:24])[o:21][c:22]4[cH:23]3)[O:4][C:5]([CH3:11])([CH3:12])[CH:6]([O:9][CH3:10])[CH:7]2[O:8][C:29]1=[O:30]. Starting materials: BrC=1C=C(C=2C=NN(C2C1)S(=O)(=O)C1=CC=C(C=C1)C)C#N (6-bromo-1-[(4-methylphenyl)sulfonyl]-1H-indazole-4-carbonitrile), C[Si](C)(C)N=[N+]=[N-] (trimethylsilyl azide), C(CCC)[Sn](CCCC)=O (dibutyltin oxide). Solvent: C1(=CC=CC=C1)C (toluene). The product is BrC1=CC(=C2C=NN(C2=C1)S(=O)(=O)C1=CC=C(C=C1)C)C1=NN=NN1 (6-Bromo-1-[(4-methylphenyl)sulfonyl]-4-(1H-tetrazol-5-yl)-1H-indazole). Yield: 34.1%. As a reaction SMILES: [Br:1][C:2]1[CH:3]=[C:4]([C:21]#[N:22])[C:5]2[CH:6]=[N:7][N:8]([S:11]([C:14]3[CH:19]=[CH:18][C:17]([CH3:20])=[CH:16][CH:15]=3)(=[O:13])=[O:12])[C:9]=2[CH:10]=1.C[Si]([N:27]=[N+:28]=[N-:29])(C)C.C([Sn](=O)CCCC)CCC>C1(C)C=CC=CC=1>[Br:1][C:2]1[CH:10]=[C:9]2[C:5]([CH:6]=[N:7][N:8]2[S:11]([C:14]2[CH:15]=[CH:16][C:17]([CH3:20])=[CH:18][CH:19]=2)(=[O:13])=[O:12])=[C:4]([C:21]2[NH:29][N:28]=[N:27][N:22]=2)[CH:3]=1. Procedure details: A stirred solution of 6-bromo-1-[(4-methylphenyl)sulfonyl]-1H-indazole-4-carbonitrile (0.79 g, 2.1 mmol), trimethylsilyl azide (0.484 g, 4.20 mmol) and dibutyltin oxide (0.105 g, 0.420 mmol) in toluene (10 ml) was heated at 110° C. for 1 h in the microwave (biotage initiator). The resulting cream coloured solid was collected by filtration, washed with toluene and dried in vacuo at 65° C. to give the title compound as a near colourless solid (0.3 g). The mother liquor was evaporated and the resid... The reactants are ClC(=O)OCC1=CC=CC=C1 (Benzyl chloroformate), C(=O)=O (CO2), O[C@@H]1C[C@@H](NC1)C(=O)O (Cis-4-hydroxy-D-proline), C(=O)(O)[O-].[Na+] (NaHCO3). Run in C1(=CC=CC=C1)C (toluene), O (H2O). Conditions: time 16 hour. The product is C(=O)(OCC1=CC=CC=C1)N1[C@@H](C(=O)O)C[C@H](C1)O (N-CBZ-cis-4-hydroxy-D-proline). Isolated yield 96.0%. RXN SMILES: [OH:1][C@H:2]1[CH2:6][NH:5][C@@H:4]([C:7]([OH:9])=[O:8])[CH2:3]1.C([O-])(O)=O.[Na+].Cl[C:16]([O:18][CH2:19][C:20]1[CH:25]=[CH:24][CH:23]=[CH:22][CH:21]=1)=[O:17].C(=O)=O>O.C1(C)C=CC=CC=1>[C:16]([N:5]1[CH2:6][C@H:2]([OH:1])[CH2:3][C@@H:4]1[C:7]([OH:9])=[O:8])([O:18][CH2:19][C:20]1[CH:25]=[CH:24][CH:23]=[CH:22][CH:21]=1)=[O:17] |f:1.2|. Procedure details: Cis-4-hydroxy-D-proline 8 (10.0 g, 76.3 mmol) was dissolved in H2O (165 mL) containing NaHCO3 (16.0 g, 190 mmol). Benzyl chloroformate (12.5 mL, 15.0 g, 87.7 mmol) in toluene (40 mL) was added to this stirring solution at room temperature over 30 minutes using a dropping funnel. The reaction was stirred for 16 h. By this time, CO2 evolution had ceased, and the two phases were separated. Excess benzyl chloroformate was removed from the aqueous layer by washing with ether (3×50 mL). The aqueous ph...